From a dataset of the Open Reaction Database (ORD), a public repository of structured organic reaction records. describe an organic reaction: reactants, conditions, products, and yield Reaction SMILES: [CH3:1][O:2][N:3]=[C:4]([CH2:5][C:6]1=[C:12]([c:13]2[cH:14][cH:15][c:16]([O:19][CH3:20])[cH:17][cH:18]2)[CH2:11][CH2:10][CH2:9][NH:8][C:7]1=[O:21])[CH3:22].[CH3:25][CH2:26][OH:27].[H:23][H:24]>>[NH2:3][CH:4]([CH2:5][C:6]1=[C:12]([c:13]2[cH:14][cH:15][c:16]([O:19][CH3:20])[cH:17][cH:18]2)[CH2:11][CH2:10][CH2:9][NH:8][C:7]1=[O:21])[CH3:22]. The reactants are CON=C(C)CC1=C(c2ccc(OC)cc2)CCCNC1=O, CCO, [H][H]. Product: COc1ccc(C2=C(CC(C)N)C(=O)NCCC2)cc1. The reactants are C(C)(C)(C)OC(C1=C(C=C(C(=C1)C1=NC(=NC(=C1)SCCNC(C(CCNC(=O)OC(C)(C)C)NC(=O)OC(C)(C)C)=O)N)C)C)=O (5-{2-Amino-6-[2-(2,4-bis-tert-butoxycarbonylaminobutyrylamino)ethylsulfanyl]pyrimidin-4-yl}-2,4-dimethylbenzoic acid tert-butyl ester), FC(C(=O)O)(F)F (trifluoroacetic acid). Run in ClCCl (dichloromethane). Conditions: temperature 0 celsius, time 6 hour. The product is FC(C(=O)O)(F)F.FC(C(=O)O)(F)F.FC(C(=O)O)(F)F.C(C)(C)(C)OC(C1=C(C=C(C(=C1)C1=NC(=NC(=C1)SCCNC(C(CCN)N)=O)N)C)C)=O (5-{2-amino-6-[2-(2,4-diaminobutyrylamino)ethylsulfanyl]pyrimidin-4-yl}-2,4-dimethylbenzoic acid tert-butyl ester tri(trifluoroacetate)). As a reaction SMILES: [C:1]([O:5][C:6](=[O:47])[C:7]1[CH:12]=[C:11]([C:13]2[CH:18]=[C:17]([S:19][CH2:20][CH2:21][NH:22][C:23](=[O:43])[CH:24]([NH:35]C(OC(C)(C)C)=O)[CH2:25][CH2:26][NH:27]C(OC(C)(C)C)=O)[N:16]=[C:15]([NH2:44])[N:14]=2)[C:10]([CH3:45])=[CH:9][C:8]=1[CH3:46])([CH3:4])([CH3:3])[CH3:2].[F:48][C:49]([F:54])([F:53])[C:50]([OH:52])=[O:51]>ClCCl>[F:48][C:49]([F:54])([F:53])[C:50]([OH:52])=[O:51].[F:48][C:49]([F:54])([F:53])[C:50]([OH:52])=[O:51].[F:48][C:49]([F:54])([F:53])[C:50]([OH:52])=[O:51].[C:1]([O:5][C:6](=[O:47])[C:7]1[CH:12]=[C:11]([C:13]2[CH:18]=[C:17]([S:19][CH2:20][CH2:21][NH:22][C:23](=[O:43])[CH:24]([NH2:35])[CH2:25][CH2:26][NH2:27])[N:16]=[C:15]([NH2:44])[N:14]=2)[C:10]([CH3:45])=[CH:9][C:8]=1[CH3:46])([CH3:3])([CH3:2])[CH3:4] |f:3.4.5.6|. Procedure: 5-{2-Amino-6-[2-(2,4-bis-tert-butoxycarbonylaminobutyrylamino)ethylsulfanyl]pyrimidin-4-yl}-2,4-dimethylbenzoic acid tert-butyl ester obtained in Step 2 above was dissolved in dichloromethane (37 ml). After the solution was cooled to 0° C., trifluoroacetic acid (13 ml) was added thereto. The reaction solution was gradually warmed to room temperature, and then stirred at room temperature for six hours. After the solvent was distilled off under reduced pressure, dichloromethane (10 ml) was added t... The yield is 82.1%. Starting materials: solution, C(C)(C)[N-]C(C)C.[Li+] (lithium diisopropylamide), C(C=CC1=CC=CC=C1)Br (cinnamyl bromide), C(C(C)C)[C@@H](C(=O)O)CC(=O)OC(C)(C)C (4-tert-butyl hydrogen 2(R)-isobutylsuccinate), C1(CCCCC1)N (cyclohexylamine). Run at time 2 hour. Run in O1CCCC1 (tetrahydrofuran), O1CCCC1 (tetrahydrofuran), O1CCCC1 (tetrahydrofuran), O1CCCC1 (tetrahydrofuran), CCCCCC (hexane). Procedure details: A solution of 5.19 g of 4-tert-butyl hydrogen 2(R)-isobutylsuccinate in 50 ml of dry tetrahydrofuran was cooled to −78° C. while stirring under nitrogen. 25 ml of a 2M solution of lithium diisopropylamide in tetrahydrofuran was added dropwise and the mixture was stirred at −78° C. for 15 minutes. A solution of 5.55 g of cinnamyl bromide in 25 ml of dry tetrahydrofuran was then added dropwise and the mixture was left to come to room temperature gradually. After stirring overnight the tetrahydrofu... Product: C(C)(C)(C)OC(=O)[C@H](C\C=C\C1=CC=CC=C1)[C@H](C(=O)O)CC(C)C ((E)-2(R)-[1(R)-(tert-butoxycarbonyl)-4-phenyl-3-butenyl]-4-methylvaleric acid). RXN SMILES: [CH2:1]([C@H:5]([CH2:9][C:10]([O:12][C:13]([CH3:16])([CH3:15])[CH3:14])=[O:11])[C:6]([OH:8])=[O:7])[CH:2]([CH3:4])[CH3:3].C([N-]C(C)C)(C)C.[Li+].[CH2:25](Br)[CH:26]=[CH:27][C:28]1[CH:33]=[CH:32][CH:31]=[CH:30][CH:29]=1.C1(N)CCCCC1>O1CCCC1.CCCCCC>[C:13]([O:12][C:10]([C@@H:9]([C@@H:5]([CH2:1][CH:2]([CH3:4])[CH3:3])[C:6]([OH:8])=[O:7])[CH2:25]/[CH:26]=[CH:27]/[C:28]1[CH:33]=[CH:32][CH:31]=[CH:30][CH:29]=1)=[O:11])([CH3:14])([CH3:16])[CH3:15] |f:1.2|.